Dataset: the Open Reaction Database (ORD), a public repository of structured organic reaction records. Task: describe an organic reaction: reactants, conditions, products, and yield The reactants are CC1CCNCC1, CS(C)=O, CO, Cc1cc2nc(NC(=O)c3ccc(C(C)(C)O)cc3)cc(Cl)n2n1, CN(C)C=O. Product: Cc1cc2nc(NC(=O)c3ccc(C(C)(C)O)cc3)cc(N3CCC(C)CC3)n2n1. Reaction SMILES: [CH3:25][CH:26]1[CH2:27][CH2:28][NH:29][CH2:30][CH2:31]1.[CH3:37][S:38]([CH3:39])=[O:40].[CH3:41][OH:42].[Cl:1][c:2]1[cH:3][c:4]([NH:12][C:13]([c:14]2[cH:15][cH:16][c:17]([C:20]([CH3:21])([CH3:22])[OH:23])[cH:18][cH:19]2)=[O:24])[n:5][c:6]2[n:7]1[n:8][c:9]([CH3:11])[cH:10]2.[O:32]=[CH:33][N:34]([CH3:35])[CH3:36]>>[c:2]1([N:29]2[CH2:28][CH2:27][CH:26]([CH3:25])[CH2:31][CH2:30]2)[cH:3][c:4]([NH:12][C:13]([c:14]2[cH:15][cH:16][c:17]([C:20]([CH3:21])([CH3:22])[OH:23])[cH:18][cH:19]2)=[O:24])[n:5][c:6]2[n:7]1[n:8][c:9]([CH3:11])[cH:10]2. The reactants are [H-].[Na+] (NaH), [I-].C(C1=CC=CC=C1)OC1=C(CC[P+](C2=CC=CC=C2)(C2=CC=CC=C2)C2=CC=CC=C2)C=C(C=C1F)F ((2-(benzyloxy)-3,5-difluorophenethyl)triphenylphosphonium, iodide salt), C(C)(C)(C)O[C@H](C(=O)OCC)C=1C(=NC=2N(C1N1CCC(CC1)(C)OCCCC[C@@H](C)O[Si](C1=CC=CC=C1)(C1=CC=CC=C1)C(C)(C)C)N=C(C2)C=O)C ((S)-ethyl 2-(tert-butoxy)-2-(7-(4-(((R)-5-((tert-butyldiphenylsilyl)oxy)hexyl)oxy)-4-methylpiperidin-1-yl)-2-formyl-5-methylpyrazolo[1,5-a]pyrimidin-6-yl)acetate). Run in C1CCOC1 (THF), C1CCOC1 (THF). Reaction conditions: time 45 minute. The product is C(C1=CC=CC=C1)OC1=C(C=C(C=C1F)F)CC=CC1=NN2C(N=C(C(=C2N2CCC(CC2)(C)OCCCC[C@@H](C)O[Si](C2=CC=CC=C2)(C2=CC=CC=C2)C(C)(C)C)[C@@H](C(=O)OCC)OC(C)(C)C)C)=C1 ((S)-ethyl 2-(2-(3-(2-(benzyloxy)-3,5-difluorophenyl)prop-1-en-1-yl)-7-(4-(((R)-5-((tert-butyldiphenylsilyl)oxy)hexyl)oxy)-4-methylpiperidin-1-yl)-5-methylpyrazolo[1,5-a]pyrimidin-6-yl)-2-(tert-butoxy)acetate). The yield is 73.4%. Reaction SMILES: [I-].[CH2:2]([O:9][C:10]1[C:36]([F:37])=[CH:35][C:34]([F:38])=[CH:33][C:11]=1[CH2:12][CH2:13][P+](C1C=CC=CC=1)(C1C=CC=CC=1)C1C=CC=CC=1)[C:3]1[CH:8]=[CH:7][CH:6]=[CH:5][CH:4]=1.[H-].[Na+].[C:41]([O:45][C@@H:46]([C:52]1[C:53]([CH3:95])=[N:54][C:55]2[N:56]([N:90]=[C:91]([CH:93]=O)[CH:92]=2)[C:57]=1[N:58]1[CH2:63][CH2:62][C:61]([O:65][CH2:66][CH2:67][CH2:68][CH2:69][C@H:70]([O:72][Si:73]([C:86]([CH3:89])([CH3:88])[CH3:87])([C:80]2[CH:85]=[CH:84][CH:83]=[CH:82][CH:81]=2)[C:74]2[CH:79]=[CH:78][CH:77]=[CH:76][CH:75]=2)[CH3:71])([CH3:64])[CH2:60][CH2:59]1)[C:47]([O:49][CH2:50][CH3:51])=[O:48])([CH3:44])([CH3:43])[CH3:42]>C1COCC1>[CH2:2]([O:9][C:10]1[C:36]([F:37])=[CH:35][C:34]([F:38])=[CH:33][C:11]=1[CH2:12][CH:13]=[CH:93][C:91]1[CH:92]=[C:55]2[N:54]=[C:53]([CH3:95])[C:52]([C@H:46]([O:45][C:41]([CH3:44])([CH3:43])[CH3:42])[C:47]([O:49][CH2:50][CH3:51])=[O:48])=[C:57]([N:58]3[CH2:63][CH2:62][C:61]([O:65][CH2:66][CH2:67][CH2:68][CH2:69][C@H:70]([O:72][Si:73]([C:86]([CH3:87])([CH3:88])[CH3:89])([C:74]4[CH:75]=[CH:76][CH:77]=[CH:78][CH:79]=4)[C:80]4[CH:81]=[CH:82][CH:83]=[CH:84][CH:85]=4)[CH3:71])([CH3:64])[CH2:60][CH2:59]3)[N:56]2[N:90]=1)[C:3]1[CH:4]=[CH:5][CH:6]=[CH:7][CH:8]=1 |f:0.1,2.3|. Procedure: To a suspension of (2-(benzyloxy)-3,5-difluorophenethyl)triphenylphosphonium, iodide salt (330 mg, 0.519 mmol) in THF (4 ml) at 0° C. was added NaH (21.27 mg, 0.532 mmol) and the resulting mixture was stirred at rt for 45 min. The mixture was cooled to 0° C. rd (S)-ethyl 2-(tert-butoxy)-2-(7-(4-(((R)-5-((tert-butyldiphenylsilyl)oxy)hexyl)oxy)-4-methylpiperidin-1-yl)-2-formyl-5-methylpyrazolo[1,5-a]pyrimidin-6-yl)acetate (200 mg, 0.259 mmol) dissolved in THF (4 ml) was added dropwise and the mixt...